Dataset: the Open Reaction Database (ORD), a public repository of structured organic reaction records. Task: describe an organic reaction: reactants, conditions, products, and yield Starting materials: ClC1=C(C(=O)O)C=C(C=N1)Cl (2,5-dichloronicotinic acid), OC=1C=C(C#N)C=CC1 (3-hydroxybenzonitrile), M−COOH. The product is ClC=1C=NC(=C(C(=O)O)C1)OC1=CC(=CC=C1)C#N (5-Chloro-2-(3-cyanophenoxy)nicotinic acid). As a reaction SMILES: Cl[C:2]1[N:10]=[CH:9][C:8]([Cl:11])=[CH:7][C:3]=1[C:4]([OH:6])=[O:5].[OH:12][C:13]1[CH:14]=[C:15]([CH:18]=[CH:19][CH:20]=1)[C:16]#[N:17]>>[Cl:11][C:8]1[CH:9]=[N:10][C:2]([O:12][C:13]2[CH:20]=[CH:19][CH:18]=[C:15]([C:16]#[N:17])[CH:14]=2)=[C:3]([CH:7]=1)[C:4]([OH:6])=[O:5]. Reported procedure: The title compound was prepared according to the procedure described in step 1 of Example 46 from 2,5-dichloronicotinic acid (Syn. Commun. 1989, 19, 553–9) and 3-hydroxybenzonitrile: 1H-NMR (CDCl3) δ 8.40–8.33 (2H, m), 7.74–7.52 (4H, m), a peak of COOH was not observed; MS (ESI) m/z 229 (M−COOH)−. Reactants: C(CCC)N1C(C(=C(C2=CC=CN=C12)C1=CC(=CC=C1)O)NC(=O)NC1=C(C=CC=C1C(C)C)C(C)C)=O (N-[1-butyl-4-(3-hydroxyphenyl)-1,2-dihydro-2-oxo-1,8-naphthyridin-3-yl]-N'-(2,6-diisopropylphenyl)urea), N1=C(C=CC=C1)CCO (2-pyridinethanol), C1(=CC=CC=C1)P(C1=CC=CC=C1)C1=CC=CC=C1 (triphenylphosphine), N(=NC(=O)OCC)C(=O)OCC (diethyl azodicarboxylate). Solvent: C1CCOC1 (THF), O (water). Conditions: time 40 hour. The product is C(CCC)N1C(C(=C(C2=CC=CN=C12)C1=CC(=CC=C1)OCCC1=NC=CC=C1)NC(=O)NC1=C(C=CC=C1C(C)C)C(C)C)=O (N-[1-butyl-4-[3-{2-(2-pyridyl)ethoxy}phenyl]-1,2-dihydro-2-oxo-1,8-naphthyridin-3-yl]-N'-(2,6-diisopropylphenyl)urea). The yield is 12.1%. As a reaction SMILES: [CH2:1]([N:5]1[C:14]2[C:9](=[CH:10][CH:11]=[CH:12][N:13]=2)[C:8]([C:15]2[CH:20]=[CH:19][CH:18]=[C:17]([OH:21])[CH:16]=2)=[C:7]([NH:22][C:23]([NH:25][C:26]2[C:31]([CH:32]([CH3:34])[CH3:33])=[CH:30][CH:29]=[CH:28][C:27]=2[CH:35]([CH3:37])[CH3:36])=[O:24])[C:6]1=[O:38])[CH2:2][CH2:3][CH3:4].[N:39]1[CH:44]=[CH:43][CH:42]=[CH:41][C:40]=1[CH2:45][CH2:46]O.C1(P(C2C=CC=CC=2)C2C=CC=CC=2)C=CC=CC=1.N(C(OCC)=O)=NC(OCC)=O>C1COCC1.O>[CH2:1]([N:5]1[C:14]2[C:9](=[CH:10][CH:11]=[CH:12][N:13]=2)[C:8]([C:15]2[CH:20]=[CH:19][CH:18]=[C:17]([O:21][CH2:46][CH2:45][C:40]3[CH:41]=[CH:42][CH:43]=[CH:44][N:39]=3)[CH:16]=2)=[C:7]([NH:22][C:23]([NH:25][C:26]2[C:27]([CH:35]([CH3:37])[CH3:36])=[CH:28][CH:29]=[CH:30][C:31]=2[CH:32]([CH3:33])[CH3:34])=[O:24])[C:6]1=[O:38])[CH2:2][CH2:3][CH3:4]. Procedure details: To a solution of N-[1-butyl-4-(3-hydroxyphenyl)-1,2-dihydro-2-oxo-1,8-naphthyridin-3-yl]-N'-(2,6-diisopropylphenyl)urea (300 mg, 0.58 mmol), 2-pyridinethanol (71 mg, 0.58 mmol) in THF (5 ml) were added triphenylphosphine (152 mg, 0.58 mmol), and diethyl azodicarboxylate (101 mg, 0.58 mmol), and the mixture was stirred at room temperature for 40 hours. The mixture was poured into water, and extracted with ethyl acetate. The extract was washed with water, washed with a saturated aqueous sodium chl... Reactants: resultant mixture, BrC1=C(C=C(C=C1)S(=O)(=O)NC1=C(C=C(C=C1)Cl)N1N=NC2=NC=CC=C21)F (4-Bromo-N-(4-chloro-2-[1,2,3]triazolo[4,5-b]pyridin-1-yl-phenyl)-3-fluoro-benzensulfonamide), N1CCOCC1 (morpholine), 2,2′-bis(diphenylphosphine) 1,1′-binaphthyl, O.[O-]P(=O)([O-])[O-].[K+].[K+].[K+] (potassium phosphate tribasic monohydrate). Reagents/catalysts: [Pd].[Pd].C(C1=CC=CC=C1)=CC(=O)C=CC1=CC=CC=C1.C(C1=CC=CC=C1)=CC(=O)C=CC1=CC=CC=C1.C(C1=CC=CC=C1)=CC(=O)C=CC1=CC=CC=C1 (tris(dibenzylideneacetone) dipalladium(0)). The solvent is CN(C=O)C (dimethylformamide). Yields the product ClC1=CC(=C(C=C1)NS(=O)(=O)C1=CC(=C(C=C1)N1CCOCC1)F)N1N=NC2=NC=CC=C21 (N-(4-Chloro-2-[1,2,3]triazolo[4,5-b]pyridin-1-yl-phenyl)-3-fluoro-4-morpholin-4-yl-benzenesulfonamide). The yield is 44.2%. RXN SMILES: Br[C:2]1[CH:7]=[CH:6][C:5]([S:8]([NH:11][C:12]2[CH:17]=[CH:16][C:15]([Cl:18])=[CH:14][C:13]=2[N:19]2[C:27]3[C:22](=[N:23][CH:24]=[CH:25][CH:26]=3)[N:21]=[N:20]2)(=[O:10])=[O:9])=[CH:4][C:3]=1[F:28].[NH:29]1[CH2:34][CH2:33][O:32][CH2:31][CH2:30]1.O.[O-]P([O-])([O-])=O.[K+].[K+].[K+]>CN(C)C=O.[Pd].[Pd].C(=CC(C=CC1C=CC=CC=1)=O)C1C=CC=CC=1.C(=CC(C=CC1C=CC=CC=1)=O)C1C=CC=CC=1.C(=CC(C=CC1C=CC=CC=1)=O)C1C=CC=CC=1>[Cl:18][C:15]1[CH:16]=[CH:17][C:12]([NH:11][S:8]([C:5]2[CH:6]=[CH:7][C:2]([N:29]3[CH2:34][CH2:33][O:32][CH2:31][CH2:30]3)=[C:3]([F:28])[CH:4]=2)(=[O:10])=[O:9])=[C:13]([N:19]2[C:27]3[C:22](=[N:23][CH:24]=[CH:25][CH:26]=3)[N:21]=[N:20]2)[CH:14]=1 |f:2.3.4.5.6,8.9.10.11.12|. Reported procedure: 4-Bromo-N-(4-chloro-2-[1,2,3]triazolo[4,5-b]pyridin-1-yl-phenyl)-3-fluoro-benzensulfonamide (synthesized according to general procedure G, 180 mg, 0.37 mmol) was dissolved in 3 ml of anhydrous dimethylformamide under an atmosphere of nitrogen. To this mixture was added morpholine (161 mg, 1.85 mmol), 2,2′-bis(diphenylphosphine)-1,1′-binaphthyl (BINAP) (34 mg, 0.055 mmol), potassium phosphate tribasic monohydrate (511 mg, 2.22 mmol), and tris(dibenzylideneacetone) dipalladium(0) (Pd2(dba)3) and t... As a reaction SMILES: [S:1]1[CH:5]=[CH:4][CH:3]=[C:2]1C=O.[C:8](O)(=O)[CH2:9][C:10]([OH:12])=[O:11].N1CCCCC1>N1C=CC=CC=1>[S:1]1[CH:5]=[CH:4][CH:3]=[C:2]1[C:9](=[CH2:8])[C:10]([OH:12])=[O:11]. Procedure details: 2-thienyl acrylic acid was prepared by reaction of 2-thiophene carboxaldehyde with malonic acid. A solution of 2-thiophene carboxaldehyde (25.7 g.), malonic acid (41.6 g.), pyridine (100 ml.), and piperidine (2 ml.) was refluxed for 31/2 hours. 2-thienyl acrylic acid was recovered from the reaction mixture in a manner parallel to that described in Example 41. The solvent is N1=CC=CC=C1 (pyridine). The reactants are S1C(=CC=C1)C=O (2-thiophene carboxaldehyde), C(CC(=O)O)(=O)O (malonic acid), N1CCCCC1 (piperidine), S1C(=CC=C1)C=O (2-thiophene carboxaldehyde), C(CC(=O)O)(=O)O (malonic acid). The product is S1C(=CC=C1)C(C(=O)O)=C (2-thienyl acrylic acid). Starting materials: CCOC(=O)C1CCN(c2ccc(C(=O)Nc3ccc(C)c(I)c3)cn2)CC1, CCOC(=O)C1CCN(c2ccc(C(=O)Nc3ccc(-c4ccccc4)c(C)c3)cn2)CC1, COc1ccccc1B(O)O. The product is CCOC(=O)C1CCN(c2ccc(C(=O)Nc3ccc(C)c(-c4ccccc4OC)c3)cn2)CC1. Reaction SMILES: [CH2:1]([CH3:2])[O:3][C:4](=[O:5])[CH:6]1[CH2:7][CH2:8][N:9]([c:12]2[n:13][cH:14][c:15]([C:18]([NH:19][c:20]3[cH:21][c:22]([I:27])[c:23]([CH3:26])[cH:24][cH:25]3)=[O:28])[cH:16][cH:17]2)[CH2:10][CH2:11]1.[CH2:40]([O:41][C:42]([CH:43]1[CH2:44][CH2:45][N:46]([c:47]2[cH:48][cH:49][c:50]([C:51](=[O:52])[NH:53][c:54]3[cH:55][cH:56][c:57](-[c:58]4[cH:59][cH:60][cH:61][cH:62][cH:63]4)[c:64]([CH3:65])[cH:66]3)[cH:67][n:68]2)[CH2:69][CH2:70]1)=[O:71])[CH3:72].[O:29]([CH3:30])[c:31]1[c:32]([B:37]([OH:38])[OH:39])[cH:33][cH:34][cH:35][cH:36]1>>[CH2:1]([CH3:2])[O:3][C:4](=[O:5])[CH:6]1[CH2:7][CH2:8][N:9]([c:12]2[n:13][cH:14][c:15]([C:18]([NH:19][c:20]3[cH:21][c:22](-[c:32]4[c:31]([O:29][CH3:30])[cH:36][cH:35][cH:34][cH:33]4)[c:23]([CH3:26])[cH:24][cH:25]3)=[O:28])[cH:16][cH:17]2)[CH2:10][CH2:11]1. The reactants are FC=1C=CC2=C(N(C(=N2)C(C)NC(C)=O)C2=C(C=CC=C2)SC)C1 (N-(1-(6-fluoro-1-(2-(methylthio)phenyl)-1H-benzo[d]imidazol-2-yl)ethyl)acetamide), C1CCOC1 (THF), OOS(=O)[O-].[K+] (oxone). The solvent is O (water), O (water). Conditions: time 48 hour. The product is FC=1C=CC2=C(N(C(=N2)C(C)NC(C)=O)C2=C(C=CC=C2)S(=O)(=O)C)C1 (N-(1-(6-fluoro-1-(2-(methylsulfonyl)phenyl)-1H-benzo[d]imidazol-2-yl)ethyl)acetamide). As a reaction SMILES: [F:1][C:2]1[CH:3]=[CH:4][C:5]2[N:9]=[C:8]([CH:10]([NH:12][C:13](=[O:15])[CH3:14])[CH3:11])[N:7]([C:16]3[CH:21]=[CH:20][CH:19]=[CH:18][C:17]=3SC)[C:6]=2[CH:24]=1.O[O:26][S:27]([O-:29])=O.[K+].[CH2:31]1COCC1>O>[F:1][C:2]1[CH:3]=[CH:4][C:5]2[N:9]=[C:8]([CH:10]([NH:12][C:13](=[O:15])[CH3:14])[CH3:11])[N:7]([C:16]3[CH:17]=[CH:18][CH:19]=[CH:20][C:21]=3[S:27]([CH3:31])(=[O:29])=[O:26])[C:6]=2[CH:24]=1 |f:1.2|. Reported procedure: To a mixture of N-(1-(6-fluoro-1-(2-(methylthio)phenyl)-1H-benzo[d]imidazol-2-yl)ethyl)acetamide (1.1697 g, 3.41 mmol) in THF (25.5 mL) and water (8.52 mL) was added oxone (5.23 g, 8.52 mmol) and the mixture was stirred at rt. After 48 h, to the mixture was added water (50 mL), extracted with DCM (50 mL×2). The combined organic layers were dried over Na2SO4, filtered, combined with the white solid, and concentrated under reduced pressure to give N-(1-(6-fluoro-1-(2-(methylsulfonyl)phenyl)-1H-ben... Reactants: CC(C)([O-])C.[Na+] (Sodium tert-butoxide), ice, BrC1=CC=C2C(=NNC2=C1)S(=O)(=O)C1=CC=C(C=C1)F (6-bromo-3-[(4-fluorophenyl)sulfonyl]-1H-indazole), BrC1=CC=C2C(=NNC2=C1)S(=O)(=O)C1=CC=C(C=C1)F (6-bromo-3-[(4-fluorophenyl)sulfonyl]-1H-indazole), C[Si](CCOCCl)(C)C (2-(Trimethylsilyl)ethoxymethyl chloride). Reported procedure: Sodium tert-butoxide (0.035 g) was added to an ice-cold solution of 6-bromo-3-[(4-fluorophenyl)sulfonyl]-1H-indazole (Intermediate 69) (0.11 g) in tetrahydrofuran (1.5 ml). 2-(Trimethylsilyl)ethoxymethyl chloride (0.06 ml) was then added and the mixture was warmed to room temp. over 1 h. The reaction was quenched using 2M aqueous ammonia (1 ml) and methanol (1 ml) the solvent was evaporated and the residue was purified on a Varian Bond-Elut SPE cartridge, eluting with cyclohexane:dichloromethane... Product: BrC1=CC=C2C(=NN(C2=C1)COCC[Si](C)(C)C)S(=O)(=O)C1=CC=C(C=C1)F (6-Bromo-3-[(4-fluorophenyl)sulfonyl]-1-({[2-(trimethylsilyl)ethyl]oxy}methyl)-1H-indazole). Solvent: O1CCCC1 (tetrahydrofuran). Reaction SMILES: CC(C)([O-])C.[Na+].[Br:7][C:8]1[CH:16]=[C:15]2[C:11]([C:12]([S:17]([C:20]3[CH:25]=[CH:24][C:23]([F:26])=[CH:22][CH:21]=3)(=[O:19])=[O:18])=[N:13][NH:14]2)=[CH:10][CH:9]=1.[CH3:27][Si:28]([CH3:35])([CH3:34])[CH2:29][CH2:30][O:31][CH2:32]Cl>O1CCCC1>[Br:7][C:8]1[CH:16]=[C:15]2[C:11]([C:12]([S:17]([C:20]3[CH:21]=[CH:22][C:23]([F:26])=[CH:24][CH:25]=3)(=[O:19])=[O:18])=[N:13][N:14]2[CH2:32][O:31][CH2:30][CH2:29][Si:28]([CH3:35])([CH3:34])[CH3:27])=[CH:10][CH:9]=1 |f:0.1|. Reactants: [N+](=O)([O-])C1=CC=C(COC(=O)[C@H]2C(=CS[C@H]3N2C([C@H]3NC(COC3=CC=CC=C3)=O)=O)OC(C3=CC=CC=C3)C3=CC=CC=C3)C=C1 (7β-phenoxyacetamido-3-diphenylmethoxy-ceph-2-em-4α-carboxylic acid p-nitrobenzyl ester), [N+](=O)([O-])C1=CC=C(COC(=O)C2=C(CS[C@H]3N2C([C@H]3NC(COC3=CC=CC=C3)=O)=O)OC(C3=CC=CC=C3)C3=CC=CC=C3)C=C1 (7β-phenoxyacetamido-3-diphenylmethoxy-ceph-3-em-4-carboxylic acid p-nitrobenzyl ester), FC(C(=O)O)(F)F (trifluoroacetic acid). Run in C(Cl)Cl (methylene chloride). Product: [N+](=O)([O-])C1=CC=C(COC(=O)C2=C(CS[C@H]3N2C([C@H]3NC(COC3=CC=CC=C3)=O)=O)O)C=C1 (7β-phenoxyacetamido-3-hydroxy-ceph-3-em-4-carboxylic acid p-nitrobenzyl ester). Reaction SMILES: [N+:1]([C:4]1[CH:47]=[CH:46][C:7]([CH2:8][O:9][C:10]([C@@H:12]2[N:17]3[C:18](=[O:31])[C@@H:19]([NH:20][C:21](=[O:30])[CH2:22][O:23][C:24]4[CH:29]=[CH:28][CH:27]=[CH:26][CH:25]=4)[C@H:16]3[S:15][CH:14]=[C:13]2[O:32]C(C2C=CC=CC=2)C2C=CC=CC=2)=[O:11])=[CH:6][CH:5]=1)([O-:3])=[O:2].[N+](C1C=CC(COC(C2N3C(=O)[C@@H](NC(=O)COC4C=CC=CC=4)[C@H]3SCC=2OC(C2C=CC=CC=2)C2C=CC=CC=2)=O)=CC=1)([O-])=O.FC(F)(F)C(O)=O>C(Cl)Cl>[N+:1]([C:4]1[CH:5]=[CH:6][C:7]([CH2:8][O:9][C:10]([C:12]2[N:17]3[C:18](=[O:31])[C@@H:19]([NH:20][C:21](=[O:30])[CH2:22][O:23][C:24]4[CH:29]=[CH:28][CH:27]=[CH:26][CH:25]=4)[C@H:16]3[S:15][CH2:14][C:13]=2[OH:32])=[O:11])=[CH:46][CH:47]=1)([O-:3])=[O:2]. Procedure details: A solution of 340 mg of the resulting isomer mixture, consisting of 7β-phenoxyacetamido-3-diphenylmethoxy-ceph-2-em-4α-carboxylic acid p-nitrobenzyl ester and 7β-phenoxyacetamido-3-diphenylmethoxy-ceph-3-em-4-carboxylic acid p-nitrobenzyl ester, in a mixture of 0.5 m. of trifluoroacetic acid and 9.5 ml of methylene chloride is stirred for 40 minutes at room temperature. The mixture is concentrated by evaporation in vacuo, toluene is added to the residue, and the mixture is again concentrated by ...